describe an organic reaction: reactants, conditions, products, and yield From a dataset of the Open Reaction Database (ORD), a public repository of structured organic reaction records. RXN SMILES: [CH3:18][c:19]1[cH:20][cH:21][cH:22][cH:23][cH:24]1.[Cl:1][c:2]1[c:3]([CH:8]([OH:9])[c:10]2[c:11]([Cl:17])[n:12][c:13]([Cl:16])[cH:14][cH:15]2)[cH:4][cH:5][cH:6][cH:7]1>>[Cl:1][c:2]1[c:3]([C:8](=[O:9])[c:10]2[c:11]([Cl:17])[n:12][c:13]([Cl:16])[cH:14][cH:15]2)[cH:4][cH:5][cH:6][cH:7]1. Product: O=C(c1ccccc1Cl)c1ccc(Cl)nc1Cl. The reactants are Cc1ccccc1, OC(c1ccccc1Cl)c1ccc(Cl)nc1Cl. Reactants: NC1=NNC=N1 (3-amino-1,2,4-triazole), ClC1=C(CCl)C=CC=C1 (2-chloro benzyl chloride). Reported procedure: Prepared in analogy to example 3a) starting with 3-amino-1,2,4-triazole and 2-chloro benzyl chloride. The title compound was obtained as a colorless oil (Yield=11%). MS ISP (m/e): 209.0 & 211.0 (100 & 44) [(M+H)+]. Yields the product ClC1=C(CN2N=C(N=C2)N)C=CC=C1 (1-(2-Chloro-benzyl)-1H-[1,2,4]triazol-3-ylamine), oil. RXN SMILES: [NH2:1][C:2]1[N:6]=[CH:5][NH:4][N:3]=1.[Cl:7][C:8]1[CH:15]=[CH:14][CH:13]=[CH:12][C:9]=1[CH2:10]Cl>>[Cl:7][C:8]1[CH:15]=[CH:14][CH:13]=[CH:12][C:9]=1[CH2:10][N:4]1[CH:5]=[N:6][C:2]([NH2:1])=[N:3]1. Isolated yield 11.0%.